This data is from the Open Reaction Database (ORD), a public repository of structured organic reaction records. The task is: describe an organic reaction: reactants, conditions, products, and yield The reactants are Cc1ccccc1, [O-]Cl, [Na+], O=C(C=Cc1ccccc1)c1ccccc1. The product is O=C(C=Cc1cccc2c1O2)c1ccccc1. RXN SMILES: [CH3:20][c:21]1[cH:22][cH:23][cH:24][cH:25][cH:26]1.[Cl:17][O-:18].[Na+:19].[O:1]=[C:2]([CH:3]=[CH:4][c:5]1[cH:6][cH:7][cH:8][cH:9][cH:10]1)[c:11]1[cH:12][cH:13][cH:14][cH:15][cH:16]1>>[O:1]=[C:2]([CH:3]=[CH:4][c:5]1[c:6]2[c:7]([cH:8][cH:9][cH:10]1)[O:18]2)[c:11]1[cH:12][cH:13][cH:14][cH:15][cH:16]1. The reactants are [N+](=O)([O-])C1=C2C=CC(=NC2=CC=C1)Cl (5-nitro-2-chloroquinoline), CC=1OC2=C(C1)C=CC=C2N ((2-methyl-1-benzofuran-7-yl)amine), FC=1C=C(C=O)C=C(C1)F (3,5-difluorobenzaldehyde). The product is FC=1C=C(CNC=2C=3C=CC(=NC3C=CC2)NC2=CC=CC=3C=C(OC32)C)C=C(C1)F (N5-(3,5-Difluoro-benzyl)-N2-(2-methyl-benzofuran-7-yl)-quinoline-2,5-diamine). RXN SMILES: [N+:1]([C:4]1[CH:13]=[CH:12][CH:11]=[C:10]2[C:5]=1[CH:6]=[CH:7][C:8](Cl)=[N:9]2)([O-])=O.[CH3:15][C:16]1[O:17][C:18]2[C:24]([NH2:25])=[CH:23][CH:22]=[CH:21][C:19]=2[CH:20]=1.[F:26][C:27]1[CH:28]=[C:29]([CH:32]=[C:33]([F:35])[CH:34]=1)[CH:30]=O>>[F:26][C:27]1[CH:28]=[C:29]([CH:32]=[C:33]([F:35])[CH:34]=1)[CH2:30][NH:1][C:4]1[C:5]2[CH:6]=[CH:7][C:8]([NH:25][C:24]3[C:18]4[O:17][C:16]([CH3:15])=[CH:20][C:19]=4[CH:21]=[CH:22][CH:23]=3)=[N:9][C:10]=2[CH:11]=[CH:12][CH:13]=1. Reported procedure: The title compound, MS: m/e=416.4 (M+H+), was prepared from 5-nitro-2-chloroquinoline, (2-methyl-1-benzofuran-7-yl)amine and 3,5-difluorobenzaldehyde as described in example 26. Reactants: C(=C)C1=CC=C(C=C1)O (4-vinylphenol), ClCC1=CC(=NC2=CC=CC=C12)C (4-Chloromethyl-2-methylquinoline), C(=O)([O-])[O-].[Cs+].[Cs+] (Cs2CO3), [Na+].[I-] (NaI). Run in CS(=O)C (DMSO). Conditions: time 8 hour. The product is CC1=NC2=CC=CC=C2C(=C1)COC1=CC=C(C=C1)C=C (2-methyl-4-(4-vinyl-phenoxymethyl)-quinoline). Yield: 46.8%. Reaction SMILES: [CH:1]([C:3]1[CH:8]=[CH:7][C:6]([OH:9])=[CH:5][CH:4]=1)=[CH2:2].Cl[CH2:11][C:12]1[C:21]2[C:16](=[CH:17][CH:18]=[CH:19][CH:20]=2)[N:15]=[C:14]([CH3:22])[CH:13]=1.C([O-])([O-])=O.[Cs+].[Cs+].[Na+].[I-]>CS(C)=O>[CH3:22][C:14]1[CH:13]=[C:12]([CH2:11][O:9][C:6]2[CH:7]=[CH:8][C:3]([CH:1]=[CH2:2])=[CH:4][CH:5]=2)[C:21]2[C:16](=[CH:17][CH:18]=[CH:19][CH:20]=2)[N:15]=1 |f:2.3.4,5.6|. Reported procedure: A mixture of 4-vinylphenol (10% wt. solution in propylene glycol) (1.25 g, 1.04 mmol), 4-Chloromethyl-2-methylquinoline (0.24 g, 1.2 eq), Cs2CO3 (0.85 g, 2.5 eq) and NaI (0.20 g, 1.2 eq) in DMSO (1 ml) was stirred at rt overnight. After work up, the residue was purified by flash column chromatography (40% ethyl acetate-hexanes) to give 2-methyl-4-(4-vinyl-phenoxymethyl)-quinoline (0.134 g, 46.8%) as a white solid. MS Found: (M+H)+=276. Starting materials: amides, Cl (HCl), IC1=CC(=C(C=C1)N)N (4-Iodo-1,2-phenylenediamine), C1(=CC=C(C=C1)C1CC(=O)OC(C1)=O)C1=CC=CC=C1 (3-(biphenyl-4-yl)glutaric anhydride). Run in O1CCOCC1 (1,4-dioxane), ClCCl (dichloromethane), O1CCOCC1 (1,4-dioxane). Reaction conditions: time 1 hour. Yields the product Cl.C1(=CC=C(C=C1)C(CC(=O)O)CC=1NC2=C(N1)C=CC(=C2)I)C2=CC=CC=C2 (3-(biphenyl-4-yl)-4-(5-iodo-2-benzimidazolyl)butanoic acid HCl). As a reaction SMILES: [I:1][C:2]1[CH:7]=[CH:6][C:5]([NH2:8])=[C:4]([NH2:9])[CH:3]=1.[C:10]1([C:24]2[CH:29]=[CH:28][CH:27]=[CH:26][CH:25]=2)[CH:15]=[CH:14][C:13]([CH:16]2[CH2:22][C:21](=O)[O:20][C:18](=[O:19])[CH2:17]2)=[CH:12][CH:11]=1.[ClH:30]>ClCCl.O1CCOCC1>[ClH:30].[C:10]1([C:24]2[CH:25]=[CH:26][CH:27]=[CH:28][CH:29]=2)[CH:15]=[CH:14][C:13]([CH:16]([CH2:22][C:21]2[NH:9][C:4]3[CH:3]=[C:2]([I:1])[CH:7]=[CH:6][C:5]=3[N:8]=2)[CH2:17][C:18]([OH:20])=[O:19])=[CH:12][CH:11]=1 |f:5.6|. Procedure details: 4-Iodo-1,2-phenylenediamine (0.47 g) and 3-(biphenyl-4-yl)glutaric anhydride (0.53 g) were dissolved in dichloromethane (5 ml) with heating. The dark solution was stirred at rt for 1 h. The precipitate formed was collected by suction filtration, washed with dichloromethane, and dried in vacuo to give a mixture of regioisomeric amides (0.74 g) as light brown solid. This solid was dissolved in 1,4-dioxane (1 ml) with heating. 4M HCl in 1,4-dioxane (3 ml) was added and the solution was heated to re... The reactants are CO, CCOC(CCN(C(N)=O)C1CCN(C(=O)OCc2ccccc2)CC1)OCC. Product: CCOC(CCN(C(N)=O)C1CCNCC1)OCC. Reaction SMILES: [CH3:30][OH:31].[NH2:1][C:2](=[O:3])[N:4]([CH:5]1[CH2:6][CH2:7][N:8]([C:11]([O:12][CH2:13][c:14]2[cH:15][cH:16][cH:17][cH:18][cH:19]2)=[O:20])[CH2:9][CH2:10]1)[CH2:21][CH2:22][CH:23]([O:24][CH2:25][CH3:26])[O:27][CH2:28][CH3:29]>>[NH2:1][C:2](=[O:3])[N:4]([CH:5]1[CH2:6][CH2:7][NH:8][CH2:9][CH2:10]1)[CH2:21][CH2:22][CH:23]([O:24][CH2:25][CH3:26])[O:27][CH2:28][CH3:29].